This data is from the Open Reaction Database (ORD), a public repository of structured organic reaction records. The task is: describe an organic reaction: reactants, conditions, products, and yield The reactants are ClC1=C2C(NC(C2=CC=C1)=O)=O (4-chloro-isoindole-1,3-dione), FC1=CC=C(CN)C=C1 (4-fluorobenzylamine), ice water. The solvent is C(C)(=O)O (acetic acid). Conditions: temperature 150 celsius. Yields the product ClC1=C2C(N(C(C2=CC=C1)=O)CC1=CC=C(C=C1)F)=O (4-Chloro-2-(4-fluoro-benzyl)-isoindole-1,3-dione). The yield is 88.8%. Reaction SMILES: [Cl:1][C:2]1[CH:10]=[CH:9][CH:8]=[C:7]2[C:3]=1[C:4](=[O:12])[NH:5][C:6]2=[O:11].[F:13][C:14]1[CH:21]=[CH:20][C:17]([CH2:18]N)=[CH:16][CH:15]=1>C(O)(=O)C>[Cl:1][C:2]1[CH:10]=[CH:9][CH:8]=[C:7]2[C:3]=1[C:4](=[O:12])[N:5]([CH2:18][C:17]1[CH:20]=[CH:21][C:14]([F:13])=[CH:15][CH:16]=1)[C:6]2=[O:11]. Procedure details: A mixture of 4-chloro-isoindole-1,3-dione (2.75 g, 15 mmol) and 4-fluorobenzylamine (1.88 g, 15 mmol) in glacial acetic acid (10 mL) was heated at 150° C. in microwave for 30 mins. After cooled to room temperature, the reaction mixture was poured into ice water and the white precipitates were collected. Recrystallization with EtOH provided the title compound (3.86 g, 89%). Starting materials: N1=CC=C(C2=CC=CC=C12)C=O (4-Quinoline carboxaldehyde), S1C(=S)NC(=O)C1 (Rhodanine), [OH-].[NH4+] (ammonium hydroxide), [Cl-].[NH4+] (ammonium chloride). Solvent: C(C)O (ethanol). Conditions: temperature 5 celsius. Yields the product N1=CC=C(C2=CC=CC=C12)C=C1C(NC(S1)=S)=O (5-[(4-quinolinyl)methylene]-2-thioxo-4-thiazolidinone). Isolated yield 89.0%. RXN SMILES: [S:1]1[CH2:7][C:5](=[O:6])[NH:4][C:2]1=[S:3].[OH-].[NH4+].[Cl-].[NH4+].[N:12]1[C:21]2[C:16](=[CH:17][CH:18]=[CH:19][CH:20]=2)[C:15]([CH:22]=O)=[CH:14][CH:13]=1>C(O)C>[N:12]1[C:21]2[C:16](=[CH:17][CH:18]=[CH:19][CH:20]=2)[C:15]([CH:22]=[C:7]2[S:1][C:2](=[S:3])[NH:4][C:5]2=[O:6])=[CH:14][CH:13]=1 |f:1.2,3.4|. Reported procedure: Rhodanine (2.2 g; 16.5 mmol), 1.3 ml of concentrated ammonium hydroxide and 1 g of ammonium chloride in 20 ml of ethanol were heated on a steam bath for 15 minutes. 4-Quinoline carboxaldehyde (2.6 g; 16.5 mmol) was added and the resulting mixture was heated on the steam bath for another hour. Upon cooling to 5° C. a precipitate formed. This precipitate was recovered by filtration and then washed with water to provide 4 g of title compound, m.p. 325°-328° C.